From a dataset of the Open Reaction Database (ORD), a public repository of structured organic reaction records. describe an organic reaction: reactants, conditions, products, and yield Starting materials: COc1ccc2cc(Br)ccc2c1, CC(=O)OC(C)=O, O=[N+]([O-])O, O=S(=O)(O)O. Yields the product COc1ccc2cc(Br)ccc2c1[N+](=O)[O-]. RXN SMILES: [Br:5][c:6]1[cH:7][c:8]2[cH:9][cH:10][c:11]([O:16][CH3:17])[cH:12][c:13]2[cH:14][cH:15]1.[CH3:23][C:24]([O:25][C:26](=[O:27])[CH3:28])=[O:29].[OH:1][N+:2]([O-:3])=[O:4].[S:18](=[O:19])(=[O:20])([OH:21])[OH:22]>>[O-:1][N+:2](=[O:4])[c:12]1[c:11]([O:16][CH3:17])[cH:10][cH:9][c:8]2[cH:7][c:6]([Br:5])[cH:15][cH:14][c:13]21. The reactants are COC(=O)CCN1N=NC=C1\C=C\1/CN(CCC1=O)C(C1=CC=CC=C1)(C1=CC=CC=C1)C1=CC=CC=C1 ((E)-3-({1-[2-(Methoxycarbonyl)ethyl]-1H-1,2,3-triazol-5-yl}methylidene)-1-(triphenylmethyl)piperidin-4-one), [Cl-].[NH4+] (ammonium chloride), [BH4-].[Na+] (sodium borohydride). The solvent is ClCCl (dichloromethane), CO (methanol). Reaction conditions: temperature 0 celsius. Product: COC(=O)CCN1N=NC=C1\C=C\1/CN(CCC1O)C(C1=CC=CC=C1)(C1=CC=CC=C1)C1=CC=CC=C1 ((E)-3-({1-[2-(Methoxycarbonyl)ethyl]-1H-1,2,3-triazol-5-yl}methylidene)-1-(triphenylmethyl)piperidin-4-ol). The yield is 102.3%. RXN SMILES: [CH3:1][O:2][C:3]([CH2:5][CH2:6][N:7]1[C:11](/[CH:12]=[C:13]2\[CH2:14][N:15]([C:20]([C:33]3[CH:38]=[CH:37][CH:36]=[CH:35][CH:34]=3)([C:27]3[CH:32]=[CH:31][CH:30]=[CH:29][CH:28]=3)[C:21]3[CH:26]=[CH:25][CH:24]=[CH:23][CH:22]=3)[CH2:16][CH2:17][C:18]\2=[O:19])=[CH:10][N:9]=[N:8]1)=[O:4].[BH4-].[Na+].[Cl-].[NH4+]>ClCCl.CO>[CH3:1][O:2][C:3]([CH2:5][CH2:6][N:7]1[C:11](/[CH:12]=[C:13]2\[CH2:14][N:15]([C:20]([C:33]3[CH:38]=[CH:37][CH:36]=[CH:35][CH:34]=3)([C:27]3[CH:32]=[CH:31][CH:30]=[CH:29][CH:28]=3)[C:21]3[CH:22]=[CH:23][CH:24]=[CH:25][CH:26]=3)[CH2:16][CH2:17][CH:18]\2[OH:19])=[CH:10][N:9]=[N:8]1)=[O:4] |f:1.2,3.4|. Procedure details: (E)-3-({1-[2-(Methoxycarbonyl)ethyl]-1H-1,2,3-triazol-5-yl}methylidene)-1-(triphenylmethyl)piperidin-4-one (12.87 g) was dissolved in a mixed solvent of dichloromethane (100 ml) and methanol (100 ml). While the solution was being stirred at 0° C., sodium borohydride (480 mg) was added thereto. The resulting mixture was stirred at 0° C. for 30 minutes, and the reaction was stopped by addition of a saturated aqueous ammonium chloride solution. The product was extracted with dichloromethane. The or... As a reaction SMILES: Cl[C:2]1[N:7]=[C:6]([C:8]2[C:12]3[CH:13]=[C:14]4[C:27](=[C:28]([F:29])[C:11]=3[O:10][N:9]=2)[N:26]2[CH2:30][C@@H:31]([CH3:35])[O:32][C@@H:33]([CH3:34])[C@@H:25]2[C:16]2([C:21](=[O:22])[NH:20][C:19](=[O:23])[NH:18][C:17]2=[O:24])[CH2:15]4)[CH:5]=[N:4][CH:3]=1.[CH3:36][NH:37][CH3:38]>C1COCC1>[CH3:36][N:37]([CH3:38])[C:2]1[N:7]=[C:6]([C:8]2[C:12]3[CH:13]=[C:14]4[C:27](=[C:28]([F:29])[C:11]=3[O:10][N:9]=2)[N:26]2[CH2:30][C@@H:31]([CH3:35])[O:32][C@@H:33]([CH3:34])[C@@H:25]2[C:16]2([C:21](=[O:22])[NH:20][C:19](=[O:23])[NH:18][C:17]2=[O:24])[CH2:15]4)[CH:5]=[N:4][CH:3]=1. Starting materials: ClC1=CN=CC(=N1)C1=NOC2=C1C=C1CC3(C(NC(NC3=O)=O)=O)[C@@H]3N(C1=C2F)C[C@H](O[C@H]3C)C ((2R,4S,4aS)-rel-8-(6-chloropyrazin-2-yl)-11-fluoro-2,4-dimethyl-2,4,4a,6-tetrahydro-1H, 1′H-spiro[isoxazolo[4,5-g][1,4]oxazino[4,3-a]quinoline-5,5′-pyrimidine]-2′,4′,6′(3′H)-trione), CNC (dimethylamine). Procedure: Starting materials: (2R,4S,4aS)-rel-8-(6-chloropyrazin-2-yl)-11-fluoro-2,4-dimethyl-2,4,4a,6-tetrahydro-1H,1′H-spiro[isoxazolo[4,5-g][1,4]oxazino[4,3-a]quinoline-5,5′-pyrimidine]-2′,4′,6′(3′H)-trione (Example 79) and 2N dimethylamine in THF. The solvent is C1CCOC1 (THF). Product: CN(C1=CN=CC(=N1)C1=NOC2=C1C=C1CC3(C(NC(NC3=O)=O)=O)[C@@H]3N(C1=C2F)C[C@H](O[C@H]3C)C)C ((2R,4S,4aS)-rel-8-(6-(dimethylamino)pyrazin-2-yl)-11-fluoro-2,4-dimethyl-2,4,4a,6-tetrahydro-1H,1′H-spiro[isoxazolo[4,5-g][1,4]oxazino[4,3-a]quinoline-5,5′-pyrimidine]-2′,4′,6′(3′H)-trione). Reactants: C(C)(C)(C)OC(=O)N1CC2=CC(=C(C=C2C1)I)C(F)(F)F (5-iodo-6-trifluoromethyl-1,3-dihydro-isoindole-2-carboxylic acid tert-butyl ester), C(C)OC(=C)[Sn](CCCC)(CCCC)CCCC (1-ethoxyvinyltributylstannane). The product is FC(C1=C(C=C2CNCC2=C1)C(C)=O)(F)F (1-(6-Trifluoromethyl-2,3-dihydro-1H-isoindol-5-yl)-ethanone). RXN SMILES: C(OC([N:8]1[CH2:16][C:15]2[C:10](=[CH:11][C:12]([C:18]([F:21])([F:20])[F:19])=[C:13](I)[CH:14]=2)[CH2:9]1)=O)(C)(C)C.[CH2:22]([O:24]C([Sn](CCCC)(CCCC)CCCC)=C)[CH3:23]>>[F:21][C:18]([F:19])([F:20])[C:12]1[CH:11]=[C:10]2[C:15]([CH2:16][NH:8][CH2:9]2)=[CH:14][C:13]=1[C:22](=[O:24])[CH3:23]. Procedure: Prepared in analogy to Example A47 from 5-iodo-6-trifluoromethyl-1,3-dihydro-isoindole-2-carboxylic acid tert-butyl ester (Example A35(d)) and 1-ethoxyvinyltributylstannane. White solid. MS (m/e): 230.3 ([M+H]+, 100%). Reactants: COc1ccc(Br)c(OC)c1, COC(=O)c1ccc(CC(=O)O)cc1. The product is COC(=O)c1ccc(CC(=O)c2cc(Br)c(OC)cc2OC)cc1. Reaction SMILES: [Br:15][c:16]1[c:17]([O:24][CH3:25])[cH:18][c:19]([O:22][CH3:23])[cH:20][cH:21]1.[CH3:1][O:2][C:3](=[O:4])[c:5]1[cH:6][cH:7][c:8]([CH2:11][C:12](=[O:13])[OH:14])[cH:9][cH:10]1>>[CH3:1][O:2][C:3](=[O:4])[c:5]1[cH:6][cH:7][c:8]([CH2:11][C:12](=[O:14])[c:20]2[c:19]([O:22][CH3:23])[cH:18][c:17]([O:24][CH3:25])[c:16]([Br:15])[cH:21]2)[cH:9][cH:10]1. Starting materials: OCC1COc2cc(Br)ccc2O1, BrCc1ccccc1, [H-], [Na+], CN(C)C=O, O. The product is Brc1ccc2c(c1)OCC(COCc1ccccc1)O2. As a reaction SMILES: [Br:1][c:2]1[cH:3][c:4]2[c:5]([cH:12][cH:13]1)[O:6][CH:7]([CH2:10][OH:11])[CH2:8][O:9]2.[Br:21][CH2:22][c:23]1[cH:24][cH:25][cH:26][cH:27][cH:28]1.[H-:20].[Na+:19].[O:14]=[CH:15][N:16]([CH3:17])[CH3:18].[OH2:29]>>[Br:1][c:2]1[cH:3][c:4]2[c:5]([cH:12][cH:13]1)[O:6][CH:7]([CH2:10][O:11][CH2:22][c:23]1[cH:24][cH:25][cH:26][cH:27][cH:28]1)[CH2:8][O:9]2.